This data is from the Open Reaction Database (ORD), a public repository of structured organic reaction records. The task is: describe an organic reaction: reactants, conditions, products, and yield Starting materials: C1(=CC=CC=C1)C(=O)C=1C=NC=CC1 (phenyl(pyridin-3-yl)methanone), BrC=1C=C2C(=C(C(=NC2=CC1)C(F)(F)F)C1=CC=CC=C1)C(F)(F)F (6-Bromo-3-phenyl-2,4-bis(trifluoromethyl)quinoline), BrC=1C=C2C(=C(C(=NC2=CC1)C(F)(F)F)C1=CC=CC=C1)C(F)(F)F (6-Bromo-3-phenyl-2,4-bis(trifluoromethyl)quinoline), [Li]CCCC (n-BuLi). The solvent is C1CCOC1 (THF), C1CCOC1 (THF). Conditions: time 4 hour. Yields the product C1(=CC=CC=C1)C(O)(C=1C=NC=CC1)C=1C=C2C(=C(C(=NC2=CC1)C(F)(F)F)C1=CC=CC=C1)C(F)(F)F (Phenyl(3-phenyl-2,4-bis(trifluoromethyl)quinolin-6-yl)(pyridin-3-yl)methanol). RXN SMILES: Br[C:2]1[CH:3]=[C:4]2[C:9](=[CH:10][CH:11]=1)[N:8]=[C:7]([C:12]([F:15])([F:14])[F:13])[C:6]([C:16]1[CH:21]=[CH:20][CH:19]=[CH:18][CH:17]=1)=[C:5]2[C:22]([F:25])([F:24])[F:23].[Li]CCCC.[C:31]1([C:37]([C:39]2[CH:40]=[N:41][CH:42]=[CH:43][CH:44]=2)=[O:38])[CH:36]=[CH:35][CH:34]=[CH:33][CH:32]=1>C1COCC1>[C:31]1([C:37]([C:2]2[CH:3]=[C:4]3[C:9](=[CH:10][CH:11]=2)[N:8]=[C:7]([C:12]([F:14])([F:13])[F:15])[C:6]([C:16]2[CH:17]=[CH:18][CH:19]=[CH:20][CH:21]=2)=[C:5]3[C:22]([F:23])([F:24])[F:25])([C:39]2[CH:40]=[N:41][CH:42]=[CH:43][CH:44]=2)[OH:38])[CH:32]=[CH:33][CH:34]=[CH:35][CH:36]=1. Reported procedure: A ˜−70° C. solution of 6-bromo-3-phenyl-2,4-bis(trifluoromethyl)quinoline (66.8 mg, 0.159 mmol, Intermediate 8, step c) in THF (0.9 mL) was treated dropwise with n-BuLi (0.12 mL, 1.59 M, 0.191 mmol) via syringe under argon over 1 min. After stirring for less than 1 min, the dark homogeneous solution was treated with a solution of phenyl(pyridin-3-yl)methanone (32.0 mg, 0.175 mmol, Aldrich) in THF (0.6 mL) over 2 min, and the resulting dark amber solution was stirred at ˜−70° C. while the cold ba...